From a dataset of the Open Reaction Database (ORD), a public repository of structured organic reaction records. describe an organic reaction: reactants, conditions, products, and yield Starting materials: P(O)(O)(O)=O (orthophosphoric acid), [OH-].[Na+] (sodium hydroxide), [OH-].[Na+] (Sodium hydroxide), P(O)(O)(O)=O (orthophosphoric acid), C(C)(=O)OCC=1CS[C@H]2N(C1C(=O)O)C([C@H]2NC(C(C=2OC=CC2)=NOC)=O)=O ((6R,7R)-3-Acetoxymethyl-7-[2-methoxyimino-2-(fur-2-yl) acetamido]ceph-3-em-4-carboxylic acid). The solvent is O (water). Reaction conditions: time 16 hour. The product is OCC=1CS[C@H]2N(C1C(=O)O)C([C@H]2NC(C(C=2OC=CC2)=NOC)=O)=O ((6R,7R)-3-Hydroxymethyl-7-[2-methoxyimino-2-(fur-2-yl)acetamido]ceph-3-em-4-carboxylic acid). Reaction SMILES: [OH-].[Na+].P(=O)(O)(O)O.C([O:11][CH2:12][C:13]1[CH2:14][S:15][C@@H:16]2[C@H:23]([NH:24][C:25](=[O:35])[C:26](=[N:32][O:33][CH3:34])[C:27]3[O:28][CH:29]=[CH:30][CH:31]=3)[C:22](=[O:36])[N:17]2[C:18]=1[C:19]([OH:21])=[O:20])(=O)C>O>[OH:11][CH2:12][C:13]1[CH2:14][S:15][C@@H:16]2[C@H:23]([NH:24][C:25](=[O:35])[C:26](=[N:32][O:33][CH3:34])[C:27]3[O:28][CH:29]=[CH:30][CH:31]=3)[C:22](=[O:36])[N:17]2[C:18]=1[C:19]([OH:21])=[O:20] |f:0.1|. Reported procedure: Sodium hydroxide (16.0 g) an orthophosphoric acid (13.5 ml) were dissolved in distilled water (750 ml). (6R,7R)-3-Acetoxymethyl-7-[2-methoxyimino-2-(fur-2-yl) acetamido]ceph-3-em-4-carboxylic acid (syn isomer ) (50g.), was added, and this dissolved to give a solution with a pH of 6.4. The pH was adjusted to 6.3 by addition of 20% orthophosphoric acid, and a suspension of Rhodosporidium toruloides CBS 14 cells (150 g.) was added. The mixture was stirred and aerated for 8 hours at 25° during which... The solvent is ClCCl (dichloromethane). Reaction SMILES: NC(=O)[C@@H](NC(C1(NC(=O)OC(C)(C)C)CCOCC1)=O)CC1C=CC(C2C=CC(F)=CC=2)=CC=1.[NH2:36][C:37](=O)[C@@H:38]([NH:58][C:59]([C:61]1([NH:67][C:68](=[O:74])[O:69][C:70]([CH3:73])([CH3:72])[CH3:71])[CH2:66][CH2:65][O:64][CH2:63][CH2:62]1)=[O:60])[CH2:39][C:40]1[CH:45]=[CH:44][C:43]([C:46]2[CH:51]=[CH:50][C:49]([S:52]([CH:55]([CH3:57])[CH3:56])(=[O:54])=[O:53])=[CH:48][CH:47]=2)=[CH:42][CH:41]=1.CC[N+](S(N=C(OC)[O-])(=O)=O)(CC)CC>ClCCl>[C:37]([C@@H:38]([NH:58][C:59]([C:61]1([NH:67][C:68](=[O:74])[O:69][C:70]([CH3:71])([CH3:73])[CH3:72])[CH2:66][CH2:65][O:64][CH2:63][CH2:62]1)=[O:60])[CH2:39][C:40]1[CH:45]=[CH:44][C:43]([C:46]2[CH:51]=[CH:50][C:49]([S:52]([CH:55]([CH3:57])[CH3:56])(=[O:54])=[O:53])=[CH:48][CH:47]=2)=[CH:42][CH:41]=1)#[N:36]. Reaction conditions: time 2 day. Reported procedure: The mixture of (S)-tert-butyl 4-(1-amino-3-(4′-fluorobiphenyl-4-yl)-1-oxopropan-2-ylcarbamoyl)tetrahydro-2H-pyran-4-ylcarbamate and (S)-tert-butyl 4-(1-amino-3-(4′-(isopropylsulfonyl)biphenyl-4-yl)-1-oxopropan-2-ylcarbamoyl)tetrahydro-2H-pyran-4-ylcarbamate (Example 4, step (i), 620 mg) in dichloromethane (15 mL) was treated with Burgess' reagent (462 mg) and the mixture was stirred at room temperature for 2 days. The reaction was absorbed onto silica and was purified by chromatography on silica... Starting materials: NC([C@H](CC1=CC=C(C=C1)C1=CC=C(C=C1)F)NC(=O)C1(CCOCC1)NC(OC(C)(C)C)=O)=O ((S)-tert-butyl 4-(1-amino-3-(4′-fluorobiphenyl-4-yl)-1-oxopropan-2-ylcarbamoyl)tetrahydro-2H-pyran-4-ylcarbamate), NC([C@H](CC1=CC=C(C=C1)C1=CC=C(C=C1)S(=O)(=O)C(C)C)NC(=O)C1(CCOCC1)NC(OC(C)(C)C)=O)=O ((S)-tert-butyl 4-(1-amino-3-(4′-(isopropylsulfonyl)biphenyl-4-yl)-1-oxopropan-2-ylcarbamoyl)tetrahydro-2H-pyran-4-ylcarbamate), CC[N+](CC)(CC)S(=O)(=O)N=C([O-])OC (Burgess' reagent). Product: C(#N)[C@H](CC1=CC=C(C=C1)C1=CC=C(C=C1)S(=O)(=O)C(C)C)NC(=O)C1(CCOCC1)NC(OC(C)(C)C)=O ((S)-tert-butyl 4-(1-cyano-2-(4′-(isopropylsulfonyl)biphenyl-4-yl)ethylcarbamoyl)tetrahydro-2H-pyran-4-ylcarbamate). The reactants are C1(CCCCC1)C(C1=C(SC(=C1)C=O)CC)NC1=CC=C(C(=O)OC)C=C1 (methyl 4-{[cyclohexyl(2-ethyl-5-formylthiophen-3-yl)methyl]amino}benzoate), C(C)(C)[Mg]Br.O1CCCC1 (isopropylmagnesium bromide tetrahydrofuran), [OH-].[Na+] (sodium hydroxide), [Cl-].[NH4+] (ammonium chloride). Solvent: O1CCCC1 (tetrahydrofuran), O1CCCC1 (tetrahydrofuran), C(C)O (ethanol). Run at time 3 hour. The product is C1(CCCCC1)C(C1=C(SC(=C1)C(C(C)C)O)CC)NC1=CC=C(C(=O)O)C=C1 (4-({cyclohexyl[2-ethyl-5-(1-hydroxy-2-methylpropyl)thiophen-3-yl]methyl}amino)benzoic acid). Isolated yield 60.0%. As a reaction SMILES: [CH:1]1([CH:7]([NH:17][C:18]2[CH:27]=[CH:26][C:21]([C:22]([O:24]C)=[O:23])=[CH:20][CH:19]=2)[C:8]2[CH:12]=[C:11]([CH:13]=[O:14])[S:10][C:9]=2[CH2:15][CH3:16])[CH2:6][CH2:5][CH2:4][CH2:3][CH2:2]1.[CH:28]([Mg]Br)([CH3:30])[CH3:29].O1CCCC1.[Cl-].[NH4+].[OH-].[Na+]>O1CCCC1.C(O)C>[CH:1]1([CH:7]([NH:17][C:18]2[CH:27]=[CH:26][C:21]([C:22]([OH:24])=[O:23])=[CH:20][CH:19]=2)[C:8]2[CH:12]=[C:11]([CH:13]([OH:14])[CH:28]([CH3:30])[CH3:29])[S:10][C:9]=2[CH2:15][CH3:16])[CH2:6][CH2:5][CH2:4][CH2:3][CH2:2]1 |f:1.2,3.4,5.6|. Reported procedure: To a solution of methyl 4-{[cyclohexyl(2-ethyl-5-formylthiophen-3-yl)methyl]amino}benzoate (540 mg) synthesized in Example 287 (6) in tetrahydrofuran (10 mL) was added dropwise 1.0M isopropylmagnesium bromide-tetrahydrofuran solution (3.50 mL) at −45° C., and the mixture was stirred for 3 hr. Saturated aqueous ammonium chloride solution was added to quench the reaction, and the mixture was extracted with ethyl acetate. The extract was washed with saturated brine, dried over magnesium sulfate, an... The reactants are O=C1C(O)=C(O)[C@H](O1)[C@@H](O)CO (L-ascorbic acid), O=O (oxygen), C([O-])([O-])=O.[Ca+2] (calcium carbonate), C (charcoal). Run in OO (hydrogen peroxide). Yields the product [Ca].O.O=C([C@H](O)[C@@H](O)CO)O (calcium L-threonate monohydrate). Reaction SMILES: [O:1]=C1[O:8][C@H:7]([C@H:9]([CH2:11][OH:12])[OH:10])[C:5]([OH:6])=C1O.C(=O)([O-])[O-:14].[Ca+2:17].C.O=O>OO>[Ca:17].[OH2:1].[O:14]=[C:5]([OH:6])[C@@H:7]([C@H:9]([CH2:11][OH:12])[OH:10])[OH:8] |f:1.2,6.7.8|. Reported procedure: Into a 12-L flask equipped with stirrer, thermometer, additional funnel was charged 528 g L-ascorbic acid (3.0 moles) and 7500 mL distilled water. The batch was stirred at room temperature to form a clear solution and added 600 g calcium carbonate. The slurry was stirred and cooled to 15° C. Then 1200 mL hydrogen peroxide (30% w/w) was added at 12°-15° C. over 60 min. The mixture was stirred at room temperature for 16 h. Then 120 g charcoal was added. The mixture was heated to 75° C. while stirr... The reactants are OC=1C=C2C=CC(=CC2=CC1)C(=O)O (6-Hydroxy-2-naphtoic acid), CC1NCCC1 (2-methyl-pyrrolidine). Yields the product OC=1C=C2C=CC(=CC2=CC1)C(=O)N1C(CCC1)C ((6-Hydroxy-naphthalen-2-yl)-(2-methyl-pyrrolidin-1-yl)-methanone). As a reaction SMILES: [OH:1][C:2]1[CH:3]=[C:4]2[C:9](=[CH:10][CH:11]=1)[CH:8]=[C:7]([C:12]([OH:14])=O)[CH:6]=[CH:5]2.[CH3:15][CH:16]1[CH2:20][CH2:19][CH2:18][NH:17]1>>[OH:1][C:2]1[CH:3]=[C:4]2[C:9](=[CH:10][CH:11]=1)[CH:8]=[C:7]([C:12]([N:17]1[CH2:18][CH2:19][CH2:20][CH:16]1[CH3:15])=[O:14])[CH:6]=[CH:5]2. Procedure: The title compound was synthesised from 6-Hydroxy-2-naphtoic acid (commercially available) and 2-methyl-pyrrolidine (commercially available) according to the procedure described for Example A. MS (m/e): 254.1 (MH−, 100%) The reactants are CC(=O)O, Cc1c(C#N)ccc2[nH]ccc12, c1ccncc1. Product: Cc1c(C=O)ccc2[nH]ccc12. As a reaction SMILES: [C:19]([OH:20])(=[O:21])[CH3:22].[CH3:1][c:2]1[c:3]2[cH:4][cH:5][nH:6][c:7]2[cH:8][cH:9][c:10]1[C:11]#[N:12].[n:13]1[cH:14][cH:15][cH:16][cH:17][cH:18]1>>[CH3:1][c:2]1[c:3]2[cH:4][cH:5][nH:6][c:7]2[cH:8][cH:9][c:10]1[CH:11]=[O:21]. The reactants are CC(=O)c1ccccn1, CCO, CC(=O)O, NNC(=S)NCCN1CCOCC1. Product: CC(=NNC(=S)NCCN1CCOCC1)c1ccccn1. As a reaction SMILES: [C:14]([CH3:15])(=[O:16])[c:17]1[n:18][cH:19][cH:20][cH:21][cH:22]1.[CH3:23][CH2:24][OH:25].[CH3:26][C:27](=[O:28])[OH:29].[O:1]1[CH2:2][CH2:3][N:4]([CH2:7][CH2:8][NH:9][C:10]([NH:11][NH2:12])=[S:13])[CH2:5][CH2:6]1>>[O:1]1[CH2:2][CH2:3][N:4]([CH2:7][CH2:8][NH:9][C:10]([NH:11][N:12]=[C:14]([CH3:15])[c:17]2[n:18][cH:19][cH:20][cH:21][cH:22]2)=[S:13])[CH2:5][CH2:6]1. The reactants are C, CO, [H][H], C=Cc1nc2c(N)ncnc2n1-c1ccc(NC(=O)Nc2cc(CN3CCN(C)CC3)cc(C(F)(F)F)c2)cc1, [Pd]. Yields the product CCc1nc2c(N)ncnc2n1-c1ccc(NC(=O)Nc2cc(CN3CCN(C)CC3)cc(C(F)(F)F)c2)cc1. Reaction SMILES: [C:45].[CH3:43][OH:44].[H:41][H:42].[NH2:1][c:2]1[c:3]2[n:4][c:5]([CH:39]=[CH2:40])[n:6](-[c:11]3[cH:12][cH:13][c:14]([NH:17][C:18](=[O:19])[NH:20][c:21]4[cH:22][c:23]([CH2:31][N:32]5[CH2:33][CH2:34][N:35]([CH3:38])[CH2:36][CH2:37]5)[cH:24][c:25]([C:27]([F:28])([F:29])[F:30])[cH:26]4)[cH:15][cH:16]3)[c:7]2[n:8][cH:9][n:10]1.[Pd:46]>>[NH2:1][c:2]1[c:3]2[n:4][c:5]([CH2:39][CH3:40])[n:6](-[c:11]3[cH:12][cH:13][c:14]([NH:17][C:18](=[O:19])[NH:20][c:21]4[cH:22][c:23]([CH2:31][N:32]5[CH2:33][CH2:34][N:35]([CH3:38])[CH2:36][CH2:37]5)[cH:24][c:25]([C:27]([F:28])([F:29])[F:30])[cH:26]4)[cH:15][cH:16]3)[c:7]2[n:8][cH:9][n:10]1. Starting materials: ClC=1C=CC=2N(N1)C=NN2 (6-chloro-[1,2,4]triazolo[4,3-b]pyridazine), O (water), CCOC(=O)CS (Ethyl thioglycollate), [H-].[Na+] (sodium hydride), ice water. Run in C(C)O (ethanol). Run at time 10 minute. Yields the product C(C)OC(=O)CSC=1C=CC=2N(N1)C=NN2 (6-Ethoxycarbonylmethylthio-[1,2,4]triazolo[4,3-b]pyridazine). Reaction SMILES: [CH3:1][CH2:2][O:3][C:4]([CH2:6][SH:7])=[O:5].[H-].[Na+].Cl[C:11]1[CH:12]=[CH:13][C:14]2[N:15]([CH:17]=[N:18][N:19]=2)[N:16]=1.O>C(O)C>[CH2:2]([O:3][C:4]([CH2:6][S:7][C:11]1[CH:12]=[CH:13][C:14]2[N:15]([CH:17]=[N:18][N:19]=2)[N:16]=1)=[O:5])[CH3:1] |f:1.2|. Procedure: Ethyl thioglycollate, 1.2 g, is dissolved in 30 ml of dry ethanol, to which 400 mg of sodium hydride (60% in an oil) is added under cooling with ice water and the mixture stirred for 10 minutes. Then 1.55 g of 6-chloro-[1,2,4]triazolo[4,3-b]pyridazine is added and stirred at room temperature for 67 hours. The reaction mixture is treated with water and extracted twice with chloroform. The combined extract is washed with saline and dried over anhydrous potassium carbonate. The solvent is evaporate...